This data is from the Open Reaction Database (ORD), a public repository of structured organic reaction records. The task is: describe an organic reaction: reactants, conditions, products, and yield Yields the product Cl, CCOC(=O)N1CCC(N(C(=O)C(F)(F)F)c2cc(N3CCN(C)CC3)ccc2C(=O)O)CC1. Starting materials: CCOC(=O)N1CCC(N(C(=O)C(F)(F)F)c2cc(N3CCN(C)CC3)ccc2C(=O)OC(C)(C)C)CC1, ClCCl, Cl, C1COCCO1. Reaction SMILES: [C:1]([CH3:2])([CH3:3])([CH3:4])[O:5][C:6](=[O:7])[c:8]1[c:9]([N:21]([CH:22]2[CH2:23][CH2:24][N:25]([C:28](=[O:29])[O:30][CH2:31][CH3:32])[CH2:26][CH2:27]2)[C:33]([C:34]([F:35])([F:36])[F:37])=[O:38])[cH:10][c:11]([N:14]2[CH2:15][CH2:16][N:17]([CH3:20])[CH2:18][CH2:19]2)[cH:12][cH:13]1.[Cl:46][CH2:47][Cl:48].[ClH:39].[O:40]1[CH2:41][CH2:42][O:43][CH2:44][CH2:45]1>>[ClH:39].[O:5]=[C:6]([OH:7])[c:8]1[c:9]([N:21]([CH:22]2[CH2:23][CH2:24][N:25]([C:28](=[O:29])[O:30][CH2:31][CH3:32])[CH2:26][CH2:27]2)[C:33]([C:34]([F:35])([F:36])[F:37])=[O:38])[cH:10][c:11]([N:14]2[CH2:15][CH2:16][N:17]([CH3:20])[CH2:18][CH2:19]2)[cH:12][cH:13]1. Reactants: CO (methanol), N1N=C(C2=CC=CC=C12)C(=O)O (1H-indazole-3-carboxylic acid), Cl (HCl). Run in O1CCOCC1 (dioxane). Reaction conditions: time 24 hour. Product: COC(=O)C1=NNC2=CC=CC=C12 (1H-Indazole-3-carboxylic acid methyl ester). RXN SMILES: [CH3:1]O.[NH:3]1[C:11]2[C:6](=[CH:7][CH:8]=[CH:9][CH:10]=2)[C:5]([C:12]([OH:14])=[O:13])=[N:4]1.Cl>O1CCOCC1>[CH3:1][O:13][C:12]([C:5]1[C:6]2[C:11](=[CH:10][CH:9]=[CH:8][CH:7]=2)[NH:3][N:4]=1)=[O:14]. Procedure: To the methanol solution of 1H-indazole-3-carboxylic acid (162 mg, 1 mmol) was added 4N HCl in dioxane (2 mL) and the mixture was stirred at the room temperature for 24 h. After evaporation of the volatiles, the mixture was partitioned between aqueous NaHCO3 solution and ethyl acetate. The aqueous phase was extracted with ethyl acetate (2×15 mL), and the combined organic layer was dried over sodium sulfate. The volatiles were removed, and the residue was filtered over silica gel to provide 1H-In...